From a dataset of the Open Reaction Database (ORD), a public repository of structured organic reaction records. describe an organic reaction: reactants, conditions, products, and yield The reactants are C(C)(C)(C)OC(NC(C)(C)C1=CC(=CC=C1)OC1=C(C=CC(=C1)Cl)N)=O (tert-butyl[1-[3-(2-amino-5-chlorophenoxy)phenyl]-1-methylethyl]carbamate), BrCCCC(=O)OCC (ethyl 4-bromobutyrate), C([O-])([O-])=O.[K+].[K+] (potassium carbonate), CN(C=O)C (N,N-dimethylformamide). The solvent is O (water). Run at temperature 80 celsius, time 24 hour. Product: C(C)(C)(C)OC(=O)NC(C)(C)C=1C=C(OC2=C(C=CC(=C2)Cl)NCCCC(=O)OCC)C=CC1 (ethyl 4-[N-[2-[3-(1-tert-butoxycarbonylamino-1-methylethyl)phenoxy]-4-chlorophenyl]]aminobutyrate). Yield: 49.2%. RXN SMILES: [C:1]([O:5][C:6](=[O:26])[NH:7][C:8]([C:11]1[CH:16]=[CH:15][CH:14]=[C:13]([O:17][C:18]2[CH:23]=[C:22]([Cl:24])[CH:21]=[CH:20][C:19]=2[NH2:25])[CH:12]=1)([CH3:10])[CH3:9])([CH3:4])([CH3:3])[CH3:2].Br[CH2:28][CH2:29][CH2:30][C:31]([O:33][CH2:34][CH3:35])=[O:32].C(=O)([O-])[O-].[K+].[K+].CN(C)C=O>O>[C:1]([O:5][C:6]([NH:7][C:8]([C:11]1[CH:12]=[C:13]([CH:14]=[CH:15][CH:16]=1)[O:17][C:18]1[CH:23]=[C:22]([Cl:24])[CH:21]=[CH:20][C:19]=1[NH:25][CH2:28][CH2:29][CH2:30][C:31]([O:33][CH2:34][CH3:35])=[O:32])([CH3:10])[CH3:9])=[O:26])([CH3:2])([CH3:3])[CH3:4] |f:2.3.4|. Procedure: A mixture of tert-butyl[1-[3-(2-amino-5-chlorophenoxy)phenyl]-1-methylethyl]carbamate (2.5 g, 6.62 mmols), ethyl 4-bromobutyrate (9.0 g, 46 mmols), potassium carbonate (2.7 g, 20 mmols) and N,N-dimethylformamide (20 ml) was stirred at 80° C. for 24 hours. The reaction mixture was cooled, poured into water, and extracted with ethyl acetate. The extract was washed with water, and then dried with anhydrous magnesium sulfate. This was concentrated under reduced pressure, and the residue was purified... Starting materials: CCOC(C)=O, [Cu+2], O=N[O-], Cc1ccc(N)cc1Cn1ccc(NC(=O)c2c(F)cccc2F)n1, NC(N)=O, [Na+], O=S(=O)([O-])[O-], O, O=S(=O)(O)O. RXN SMILES: [CH3:46][CH2:47][O:48][C:49](=[O:50])[CH3:51].[Cu+2:40].[N:31]([O-:32])=[O:33].[NH2:1][c:2]1[cH:3][cH:4][c:5]([CH3:25])[c:6]([CH2:8][n:9]2[n:10][c:11]([NH:14][C:15]([c:16]3[c:17]([F:23])[cH:18][cH:19][cH:20][c:21]3[F:22])=[O:24])[cH:12][cH:13]2)[cH:7]1.[NH2:35][C:36](=[O:37])[NH2:38].[Na+:34].[O-:41][S:42](=[O:43])(=[O:44])[O-:45].[OH2:39].[S:26]([OH:27])(=[O:28])(=[O:29])[OH:30]>>[c:2]1([OH:27])[cH:3][cH:4][c:5]([CH3:25])[c:6]([CH2:8][n:9]2[n:10][c:11]([NH:14][C:15]([c:16]3[c:17]([F:23])[cH:18][cH:19][cH:20][c:21]3[F:22])=[O:24])[cH:12][cH:13]2)[cH:7]1. Product: Cc1ccc(O)cc1Cn1ccc(NC(=O)c2c(F)cccc2F)n1. The reactants are COC1=NS(N=C1OC)=O (3,4-dimethoxy-1,2,5-thiadiazole-1-oxide), NC=1C(=NC=C(C1)Br)CCCCN (3-amino-5-bromo-(4-aminobutyl)pyridine), NC=1C(=NC=C(C1)Br)CCCCNC1=NS(N=C1OC)=O (3-[4-(3-amino-5-bromopyrid-2-yl) butylamino]-4-methoxy-1,2,5-thiadiazole-1-oxide), NC=1C(=NC=C(C1)Br)C1(C=NS(N1)=O)OC (4-(3-amino-5-bromopyrid-2-yl)-4-methoxy-1,2,5-thiadiazole-1-oxide), N (ammonia). Run in CO (methanol), CO (methanol), C(Cl)(Cl)Cl (chloroform). The product is CCOCC.NC=1C(=NC=C(C1)Br)CCCCNC1=NS(N=C1N)=O (ether 3-[4-(3-amino-5-bromopyrid-2-yl)butylamino]-4-amino-1,2,5-thiadiazole-1-oxide). Isolated yield 9.7%. Reaction SMILES: CO[C:3]1[C:7]([O:8][CH3:9])=NS(=O)[N:4]=1.N[C:12]1C(CCCCN)=NC=C(Br)C=1.[NH2:24][C:25]1[C:26]([CH2:32][CH2:33][CH2:34][CH2:35][NH:36][C:37]2[C:41](OC)=[N:40][S:39](=[O:44])[N:38]=2)=[N:27][CH:28]=[C:29]([Br:31])[CH:30]=1.NC1C(C2(OC)NS(=O)N=C2)=NC=C(Br)C=1.N>CO.C(Cl)(Cl)Cl>[CH3:3][CH2:7][O:8][CH2:9][CH3:12].[NH2:24][C:25]1[C:26]([CH2:32][CH2:33][CH2:34][CH2:35][NH:36][C:37]2[C:41]([NH2:4])=[N:40][S:39](=[O:44])[N:38]=2)=[N:27][CH:28]=[C:29]([Br:31])[CH:30]=1 |f:7.8|. Procedure details: A solution of 3,4-dimethoxy-1,2,5-thiadiazole-1-oxide (0.995 g) in methanol (25 ml) was reacted with a solution of 3-amino-5-bromo-(4-aminobutyl)pyridine (1.5 g) in methanol (25 ml) at room temperature for 3 hours. The solvent was removed in vacuo and the residue was chromatographed on silica in ethanol to give an oil which was triturated with ether and recrystallised from ethanol/ether to give 3-[4-(3-amino-5-bromopyrid-2-yl) butylamino]-4-methoxy-1,2,5-thiadiazole-1-oxide (1.7 g) m.p. 118°-120... Reactants: C(C)(=O)C(CCCCCCC(=O)OCC)(CC#CC(COC1=CC=C(C=C1)F)OC(C)=O)C(=O)OCC (ethyl 8-acetyl-8-ethoxycarbonyl-12-acetoxy-13-(4-fluorophenoxy)-10-tridecynoate), C(C)(=O)C(CC#CCCCC(=O)OC)(CCCC(COC1=CC=C(C=C1)F)OC(C)=O)C(=O)OCC (methyl 8-acetyl-8-ethoxycarbonyl-12-acetoxy-13-(4-fluorophenoxy)-5-tridecynoate). The product is C(C)(=O)C(CCCCCCC(=O)O)CC#CC(COC1=CC=C(C=C1)F)O (8-Acetyl-12-hydroxy-13-(4-fluorophenoxy)-10-tridecynoic Acid). Reaction SMILES: [C:1]([C:4](C(OCC)=O)([CH2:16][C:17]#[C:18][CH:19]([O:29]C(=O)C)[CH2:20][O:21][C:22]1[CH:27]=[CH:26][C:25]([F:28])=[CH:24][CH:23]=1)[CH2:5][CH2:6][CH2:7][CH2:8][CH2:9][CH2:10][C:11]([O:13]CC)=[O:12])(=[O:3])[CH3:2].C(C(C(OCC)=O)(CCCC(OC(=O)C)COC1C=CC(F)=CC=1)CC#CCCCC(OC)=O)(=O)C>>[C:1]([CH:4]([CH2:16][C:17]#[C:18][CH:19]([OH:29])[CH2:20][O:21][C:22]1[CH:27]=[CH:26][C:25]([F:28])=[CH:24][CH:23]=1)[CH2:5][CH2:6][CH2:7][CH2:8][CH2:9][CH2:10][C:11]([OH:13])=[O:12])(=[O:3])[CH3:2]. Reported procedure: The synthesis of this compound is carried out by the basic hydrolytic procedure described in Example 4, Step D except that an equivalent amount of ethyl 8-acetyl-8-ethoxycarbonyl-12-acetoxy-13-(4-fluorophenoxy)-10-tridecynoate is substituted for the methyl 8-acetyl-8-ethoxycarbonyl-12-acetoxy-13-(4-fluorophenoxy)-5-tridecynoate of Example 4, Step D. The product is purified by column chromatography on silica gel and is a light yellow viscous oil.